The task is: describe an organic reaction: reactants, conditions, products, and yield. This data is from the Open Reaction Database (ORD), a public repository of structured organic reaction records. Reactants: OC(CN1C(NCC1)=S)C (1-(2-hydroxypropyl)-2-imidazolidinethione), CI (methyliodide). Solvent: CC(C)O (2-propanol). Reaction conditions: temperature -10 celsius. Yields the product I.CC(CN1C(=NCC1)SC)O (α-methyl-2-(methylthio)-2-imidazoline-1-ethanol, hydroiodide). As a reaction SMILES: [OH:1][CH:2]([CH3:10])[CH2:3][N:4]1[CH2:8][CH2:7][NH:6][C:5]1=[S:9].[CH3:11][I:12]>CC(O)C>[IH:12].[CH3:10][CH:2]([OH:1])[CH2:3][N:4]1[CH2:8][CH2:7][N:6]=[C:5]1[S:9][CH3:11] |f:3.4|. Procedure: A solution composed of 32.0 g of 1-(2-hydroxypropyl)-2-imidazolidinethione, 250 ml of 2-propanol and 15 ml of methyliodide was stirred at reflux for 4 hours, then clarified, cooled at -10° C. and the solid collected, washed with 2-propanol, then ether and dried at 60° C. in vacuo, giving 52.7 g of α-methyl-2-(methylthio)-2-imidazoline-1-ethanol, hydroiodide, mp 114°-116° C. Reactants: CN(C)C(=N)N(C)C, CO, CC(N)C(Sc1ccc2c(cnn2-c2ccc(F)cc2)c1)c1ccccc1, CCOC(=O)C(F)(F)F. Yields the product CC(NC(=O)C(F)(F)F)C(Sc1ccc2c(cnn2-c2ccc(F)cc2)c1)c1ccccc1. Reaction SMILES: [CH3:28][N:29]([CH3:30])[C:31]([N:32]([CH3:33])[CH3:34])=[NH:35].[CH3:45][OH:46].[F:1][c:2]1[cH:3][cH:4][c:5](-[n:8]2[n:9][cH:10][c:11]3[cH:12][c:13]([S:17][CH:18]([CH:19]([CH3:20])[NH2:21])[c:22]4[cH:23][cH:24][cH:25][cH:26][cH:27]4)[cH:14][cH:15][c:16]23)[cH:6][cH:7]1.[F:36][C:37]([C:38](=[O:39])[O:40][CH2:41][CH3:42])([F:43])[F:44]>>[F:1][c:2]1[cH:3][cH:4][c:5](-[n:8]2[n:9][cH:10][c:11]3[cH:12][c:13]([S:17][CH:18]([CH:19]([CH3:20])[NH:21][C:38]([C:37]([F:36])([F:43])[F:44])=[O:39])[c:22]4[cH:23][cH:24][cH:25][cH:26][cH:27]4)[cH:14][cH:15][c:16]23)[cH:6][cH:7]1. The reactants are N#Cc1ccc(C=O)cc1, CC(=O)O[BH-](OC(C)=O)OC(C)=O, O=C([O-])O, CCCN(CCC)CCCCNCc1ccc(C#N)cc1, CCO, [Na+], [Na+]. Yields the product CCCN(CCC)CCCCN(Cc1ccc(C#N)cc1)Cc1ccc(C#N)cc1. RXN SMILES: [C:22](#[N:23])[c:24]1[cH:25][cH:26][c:27]([CH:28]=[O:29])[cH:30][cH:31]1.[C:32]([O:33][BH-:34]([O:35][C:36](=[O:37])[CH3:38])[O:39][C:40](=[O:41])[CH3:42])(=[O:43])[CH3:44].[C:46](=[O:47])([OH:48])[O-:49].[CH2:1]([CH2:2][CH3:3])[N:4]([CH2:5][CH2:6][CH2:7][CH2:8][NH:9][CH2:10][c:11]1[cH:12][cH:13][c:14]([C:15]#[N:16])[cH:17][cH:18]1)[CH2:19][CH2:20][CH3:21].[CH3:51][CH2:52][OH:53].[Na+:45].[Na+:50]>>[CH2:1]([CH2:2][CH3:3])[N:4]([CH2:5][CH2:6][CH2:7][CH2:8][N:9]([CH2:10][c:11]1[cH:12][cH:13][c:14]([C:15]#[N:16])[cH:17][cH:18]1)[CH2:28][c:27]1[cH:26][cH:25][c:24]([C:22]#[N:23])[cH:31][cH:30]1)[CH2:19][CH2:20][CH3:21]. The reactants are O=C1OC(COCc2ccccc2)C(OCc2ccccc2)C(OCc2ccccc2)C1OCc1ccccc1, C1CCOC1, C=CCOCc1cc(Cl)c(Cc2ccc(CC)cc2)cc1Br, [Li]CCCC, CC#N. The product is C=CCOCc1cc(Cl)c(Cc2ccc(CC)cc2)cc1C1OC(COCc2ccccc2)C(OCc2ccccc2)C(OCc2ccccc2)C1OCc1ccccc1. RXN SMILES: [CH2:28]([c:29]1[cH:30][cH:31][cH:32][cH:33][cH:34]1)[O:35][CH:36]1[C:37](=[O:67])[O:38][CH:39]([CH2:58][O:59][CH2:60][c:61]2[cH:62][cH:63][cH:64][cH:65][cH:66]2)[CH:40]([O:50][CH2:51][c:52]2[cH:53][cH:54][cH:55][cH:56][cH:57]2)[CH:41]1[O:42][CH2:43][c:44]1[cH:45][cH:46][cH:47][cH:48][cH:49]1.[CH2:68]1[O:69][CH2:70][CH2:71][CH2:72]1.[CH2:6]([CH:7]=[CH2:8])[O:9][CH2:10][c:11]1[c:12]([Br:27])[cH:13][c:14]([CH2:18][c:19]2[cH:20][cH:21][c:22]([CH2:25][CH3:26])[cH:23][cH:24]2)[c:15]([Cl:17])[cH:16]1.[CH3:1][CH2:2][CH2:3][CH2:4][Li:5].[CH3:73][C:74]#[N:75]>>[CH2:6]([CH:7]=[CH2:8])[O:9][CH2:10][c:11]1[c:12]([CH:37]2[CH:36]([O:35][CH2:28][c:29]3[cH:30][cH:31][cH:32][cH:33][cH:34]3)[CH:41]([O:42][CH2:43][c:44]3[cH:45][cH:46][cH:47][cH:48][cH:49]3)[CH:40]([O:50][CH2:51][c:52]3[cH:53][cH:54][cH:55][cH:56][cH:57]3)[CH:39]([CH2:58][O:59][CH2:60][c:61]3[cH:62][cH:63][cH:64][cH:65][cH:66]3)[O:38]2)[cH:13][c:14]([CH2:18][c:19]2[cH:20][cH:21][c:22]([CH2:25][CH3:26])[cH:23][cH:24]2)[c:15]([Cl:17])[cH:16]1.